This data is from the Open Reaction Database (ORD), a public repository of structured organic reaction records. The task is: describe an organic reaction: reactants, conditions, products, and yield The reactants are PdCl2(dppf)(CH2Cl2), ClC=1C(=NC=C(C(=O)NC2=CC=C(C=C2)OC(F)(F)F)C1)N1C[C@@H](CC1)O ((R)-5-chloro-6-(3-hydroxypyrrolidin-1-yl)-N-(4-(trifluoromethoxy)phenyl)nicotinamide), FC1=NC=CC=C1B(O)O ((2-fluoropyridin-3-yl)boronic acid), C(=O)([O-])[O-].[Na+].[Na+] (Na2CO3). Solvent: COCCOC (DME). The product is FC1=NC=CC=C1C=1C(=NC=C(C1)C(=O)NC1=CC=C(C=C1)OC(F)(F)F)N1C[C@@H](CC1)O ((R)-2′-Fluoro-2-(3-hydroxypyrrolidin-1-yl)-N-(4-(trifluoromethoxy)phenyl)-[3,3′-bipyridine]-5-carboxamide). Reaction SMILES: Cl[C:2]1[C:3]([N:22]2[CH2:26][CH2:25][C@@H:24]([OH:27])[CH2:23]2)=[N:4][CH:5]=[C:6]([CH:21]=1)[C:7]([NH:9][C:10]1[CH:15]=[CH:14][C:13]([O:16][C:17]([F:20])([F:19])[F:18])=[CH:12][CH:11]=1)=[O:8].[F:28][C:29]1[C:34](B(O)O)=[CH:33][CH:32]=[CH:31][N:30]=1.C([O-])([O-])=O.[Na+].[Na+]>COCCOC>[F:28][C:29]1[C:34]([C:2]2[C:3]([N:22]3[CH2:26][CH2:25][C@@H:24]([OH:27])[CH2:23]3)=[N:4][CH:5]=[C:6]([C:7]([NH:9][C:10]3[CH:11]=[CH:12][C:13]([O:16][C:17]([F:19])([F:20])[F:18])=[CH:14][CH:15]=3)=[O:8])[CH:21]=2)=[CH:33][CH:32]=[CH:31][N:30]=1 |f:2.3.4|. Reported procedure: A mixture of (R)-5-chloro-6-(3-hydroxypyrrolidin-1-yl)-N-(4-(trifluoromethoxy)phenyl)nicotinamide (Stage 38.1, 50 mg, 0.124 mmol), (2-fluoropyridin-3-yl)boronic acid (26 mg, 0.187 mmol), 2 M Na2CO3 (0.124 mL, 0.249 mmol) and DME (2.5 mL) was flushed with argon. PdCl2(dppf)(CH2Cl2) (10 mg, 0.012 mmol) was added and the mixture was subjected to MW irradiation 140° C. for 30 min, filtered through a PL-Thiol MP SPE cartridge (StratoSpheres™, 6 mL), the cartridge was washed with MeOH and the solvent ... Yields the product CC(C)(C)OC(=O)N1CCC(NC(=O)CC(=O)Cl)C1. RXN SMILES: [CH:21]([N:22]([CH2:23][CH3:24])[CH:25]([CH3:26])[CH3:27])([CH3:28])[CH3:29].[Cl:1][C:2]([CH2:3][C:4](=[O:5])[O-:6])=[O:7].[Cl:33][CH2:34][Cl:35].[Li+:31].[NH2:8][CH:9]1[CH2:10][N:11]([C:14](=[O:15])[O:16][C:17]([CH3:18])([CH3:19])[CH3:20])[CH2:12][CH2:13]1.[OH-:30].[OH2:32]>>[Cl:1][C:2]([CH2:3][C:4](=[O:6])[NH:8][CH:9]1[CH2:10][N:11]([C:14](=[O:15])[O:16][C:17]([CH3:18])([CH3:19])[CH3:20])[CH2:12][CH2:13]1)=[O:7]. Starting materials: CCN(C(C)C)C(C)C, O=C([O-])CC(=O)Cl, ClCCl, [Li+], CC(C)(C)OC(=O)N1CCC(N)C1, [OH-], O. Reactants: C=C1CC2C3CCC(=O)C3(C)CCC2C2(C)CCC(SC(C)=O)CC12, CO, [Na+], [OH-]. The product is C=C1CC2C3CCC(=O)C3(C)CCC2C2(C)CCC(S)CC12. As a reaction SMILES: [C:1](=[O:2])([CH3:3])[S:4][CH:5]1[CH2:6][CH:7]2[C:8](=[CH2:25])[CH2:9][CH:10]3[CH:11]4[CH2:12][CH2:13][C:14](=[O:24])[C:15]4([CH3:16])[CH2:17][CH2:18][CH:19]3[C:20]2([CH3:23])[CH2:21][CH2:22]1.[CH3:26][OH:27].[Na+:29].[OH-:28]>>[SH:4][CH:5]1[CH2:6][CH:7]2[C:8](=[CH2:25])[CH2:9][CH:10]3[CH:11]4[CH2:12][CH2:13][C:14](=[O:24])[C:15]4([CH3:16])[CH2:17][CH2:18][CH:19]3[C:20]2([CH3:23])[CH2:21][CH2:22]1. Starting materials: C(C)(C)(C)OC(=O)N1C(=CC2=CC=C(C=C12)O)C=1C2=C(N(N1)C(=O)OC(C)(C)C)C=C(S2)CO (2-(1-tert-butoxycarbonyl-5-hydroxymethyl-1H-thieno[3,2-c]pyrazol-3-yl)-6-hydroxy-indole-1-carboxylic acid tert-butyl ester), C(C)(C)(C)OC(=O)N1C(=CC2=CC=C(C=C12)O)C=1C2=C(N(N1)C(=O)OC(C)(C)C)C=C(S2)CO (2-(1-tert-butoxycarbonyl-5-hydroxymethyl-1H-thieno[3,2-c]pyrazol-3-yl)-6-hydroxy-indole-1-carboxylic acid tert-butyl ester), BrCCCBr (1,3 dibromopropane), C([O-])([O-])=O.[Cs+].[Cs+] (cesium carbonate). Reaction conditions: temperature 80 celsius, time 3 hour. Product: C(C)(C)(C)OC(=O)N1C(=C(C2=CC=CC=C12)OCCCBr)C=1C2=C(N(N1)C(=O)OC(C)(C)C)C=C(S2)CO (3-bromo-propoxy-2-(1-tert-butoxycarbonyl-5-hydroxymethyl-1H-thieno[3,2-c]pyrazol-3-yl)-indole-1-carboxylic acid tert-butyl ester). The yield is 55.0%. As a reaction SMILES: [C:1]([O:5][C:6]([N:8]1[C:16]2[C:11](=[CH:12][CH:13]=[C:14](O)[CH:15]=2)[CH:10]=[C:9]1[C:18]1[C:19]2[S:32][C:31]([CH2:33][OH:34])=[CH:30][C:20]=2[N:21]([C:23]([O:25][C:26]([CH3:29])([CH3:28])[CH3:27])=[O:24])[N:22]=1)=[O:7])([CH3:4])([CH3:3])[CH3:2].[C:35](=[O:38])([O-])[O-].[Cs+].[Cs+].[Br:41][CH2:42][CH2:43]CBr>>[C:1]([O:5][C:6]([N:8]1[C:16]2[C:11](=[CH:12][CH:13]=[CH:14][CH:15]=2)[C:10]([O:38][CH2:35][CH2:43][CH2:42][Br:41])=[C:9]1[C:18]1[C:19]2[S:32][C:31]([CH2:33][OH:34])=[CH:30][C:20]=2[N:21]([C:23]([O:25][C:26]([CH3:29])([CH3:27])[CH3:28])=[O:24])[N:22]=1)=[O:7])([CH3:4])([CH3:3])[CH3:2] |f:1.2.3|. Procedure: To a solution of (4-bromo-thiophen-2-yl)-methanol (25 g, 130 mmol) in dichloromethane was added imidazole (9.7 g, 142 mmol) followed by tert-butyldimethylsilyl chloride (23.4 g, 156 mmol). The white suspension was stirred at room temperature for 30 minutes. The insoluble was filtered off. The filtrate was concentrated. The residual oil was chromatographed through silica gel (n-heptane/dichloromethane, 90/10 as eluant) to produce (4-bromo-thiophen-2-ylmethoxy)-tert-butyl-dimethyl-silane [34.6 g, ... The reactants are CC1=C(C=CC=2C(OCC21)=O)C2OC2 (4-Methyl-5-oxiran-2-yl-2-benzofuran-1(3H)-one), C(=O)(OC(C)(C)C)N1C[C@H](NCC1)CO ((S)-4-N—BOC-2-hydroxymethylpiperazine). Solvent: C(C)O (ethanol). Run at temperature 150 celsius. Yields the product OC[C@@H]1CN(CCN1CC(C1=C(C2=C(C(OC2)=O)C=C1)C)O)C(=O)OC(C)(C)C (tert-butyl(3S)-3-(hydroxymethyl)-4-[2-hydroxy-2-(4-methyl-1-oxo-1,3-dihydro-2-benzofuran-5-yl)ethyl]piperazine-1-carboxylate). Reaction SMILES: [CH3:1][C:2]1[C:10]2[CH2:9][O:8][C:7](=[O:11])[C:6]=2[CH:5]=[CH:4][C:3]=1[CH:12]1[CH2:14][O:13]1.[C:15]([N:22]1[CH2:27][CH2:26][NH:25][C@H:24]([CH2:28][OH:29])[CH2:23]1)([O:17][C:18]([CH3:21])([CH3:20])[CH3:19])=[O:16]>C(O)C>[OH:29][CH2:28][C@H:24]1[N:25]([CH2:14][CH:12]([OH:13])[C:3]2[CH:4]=[CH:5][C:6]3[C:7](=[O:11])[O:8][CH2:9][C:10]=3[C:2]=2[CH3:1])[CH2:26][CH2:27][N:22]([C:15]([O:17][C:18]([CH3:21])([CH3:20])[CH3:19])=[O:16])[CH2:23]1. Procedure: 4-Methyl-5-oxiran-2-yl-2-benzofuran-1(3H)-one (3.00 g, 15.8 mmol) and (S)-4-N—BOC-2-hydroxymethylpiperazine (5.12 g. 23.7 mmol) were suspended in ethanol (10 mL) in a 20 mL microwave tube. The reaction mixture was degassed and heated in a microwave apparatus for 30 min at 150° C. The reaction mixture was evaporated to dryness, then chromatographed through a 330 g Redi-sep column and eluted with a solvent system of 1:1 EtOAc/hexane to 100% EtOAc to yield the title compound. LC-MS: M+1=407. Reactants: FC(C=1NC2=CC=CC=C2C1)(F)F (2-trifluoromethyl-(1H)-indole), Cl (hydrochloric acid), [Cl-].[Al+3].[Cl-].[Cl-] (aluminum chloride), ClC(Cl)OC(Cl)Cl (dichloromethyl ether). Solvent: O (water), C(Cl)Cl (methylene chloride), [N+](=O)([O-])C (nitromethane), C(Cl)Cl (methylene chloride), C(Cl)Cl (methylene chloride). Reaction conditions: temperature -65 celsius, time 15 minute. The product is FC(C=1NC2=CC=CC=C2C1C=O)(F)F (2-trifluoromethyl-3-formyl-(1H)-indole). Reaction SMILES: [Cl-].[Al+3].[Cl-].[Cl-].[F:5][C:6]([F:17])([F:16])[C:7]1[NH:8][C:9]2[C:14]([CH:15]=1)=[CH:13][CH:12]=[CH:11][CH:10]=2.Cl[CH:19]([O:21]C(Cl)Cl)Cl.Cl>C(Cl)Cl.O.[N+](C)([O-])=O>[F:17][C:6]([F:5])([F:16])[C:7]1[NH:8][C:9]2[C:14]([C:15]=1[CH:19]=[O:21])=[CH:13][CH:12]=[CH:11][CH:10]=2 |f:0.1.2.3|. Procedure details: 6.1 g of aluminum chloride and 20 ml of methylene chloride were mixed together at -65° C. under an inert atmosphere and a solution of 4.61 g of 2-trifluoromethyl-(1H)-indole (J. Org. Chem., 1974 Vol. 39, p. 1836), 1.4 ml of nitromethane and 20 ml of methylene chloride were added at -60° C. 3.3 ml of dichloromethyl ether in solution in 10 ml of methylene chloride were added to the suspension of the resulting mixture was stirred for 15 minutes at -65° C. The temperature was allowed to rise and at ... Starting materials: CO (Methanol), [BH4-].[Na+] (sodium borohydride), NC1=CC2=C(NC(O2)=O)C=C1 (6-amino-2-benzoxazolone), 4A, C1(=CC=CC=C1)CCC=O (3-phenylpropanal). The solvent is C1=CC=CC=C1 (benzene). Conditions: time 1 hour. Product: C1(=CC=CC=C1)CCCNC1=CC2=C(NC(O2)=O)C=C1 (6-(3-Phenylpropyl)amino-2-benzoxazolone). RXN SMILES: [NH2:1][C:2]1[CH:11]=[CH:10][C:5]2[NH:6][C:7](=[O:9])[O:8][C:4]=2[CH:3]=1.[C:12]1([CH2:18][CH2:19][CH:20]=O)[CH:17]=[CH:16][CH:15]=[CH:14][CH:13]=1.CO.[BH4-].[Na+]>C1C=CC=CC=1>[C:12]1([CH2:18][CH2:19][CH2:20][NH:1][C:2]2[CH:11]=[CH:10][C:5]3[NH:6][C:7](=[O:9])[O:8][C:4]=3[CH:3]=2)[CH:17]=[CH:16][CH:15]=[CH:14][CH:13]=1 |f:3.4|. Procedure: To a suspension of 6-amino-2-benzoxazolone (6.00 g) and molecular sieves 4A (10.0 g) in dry benzene (100 ml) was added 3-phenylpropanal (5.25 ml), and then the mixture was stirred at room temperature for 1 hour. Methanol (150 ml) was combined with this and sodium borohydride (1.50 g) was added in portions at room temperature. The reaction mixture was filtered, the filtrate was concentrated and 5% sodium bicarbonate was added. The organic material was extracted with dichloromethane. The dichlorom...